Dataset: the Open Reaction Database (ORD), a public repository of structured organic reaction records. Task: describe an organic reaction: reactants, conditions, products, and yield The reactants are COC=1C=C(C#N)C=CC1CC=O (3-methoxy-4-(2-oxoethyl)benzonitrile), [N+](=O)([O-])C1=CC=C(C=C1)CCN1CCNCC1 (1-[2-(4-nitrophenyl)ethyl]piperazine), [BH-](OC(=O)C)(OC(=O)C)OC(=O)C.[Na+] (NaBH(OAc)3). Solvent: C(Cl)Cl (DCM), C(Cl)Cl (DCM). The product is COC=1C=C(C#N)C=CC1CCN1CCN(CC1)CCC1=CC=C(C=C1)[N+](=O)[O-] (3-Methoxy-4-(2-{4-[2-(4-nitrophenyl)ethyl]piperazin-1-yl}ethyl)benzonitrile). As a reaction SMILES: [CH3:1][O:2][C:3]1[CH:4]=[C:5]([CH:8]=[CH:9][C:10]=1[CH2:11][CH:12]=O)[C:6]#[N:7].[N+:14]([C:17]1[CH:22]=[CH:21][C:20]([CH2:23][CH2:24][N:25]2[CH2:30][CH2:29][NH:28][CH2:27][CH2:26]2)=[CH:19][CH:18]=1)([O-:16])=[O:15].[BH-](OC(C)=O)(OC(C)=O)OC(C)=O.[Na+]>C(Cl)Cl>[CH3:1][O:2][C:3]1[CH:4]=[C:5]([CH:8]=[CH:9][C:10]=1[CH2:11][CH2:12][N:28]1[CH2:29][CH2:30][N:25]([CH2:24][CH2:23][C:20]2[CH:19]=[CH:18][C:17]([N+:14]([O-:16])=[O:15])=[CH:22][CH:21]=2)[CH2:26][CH2:27]1)[C:6]#[N:7] |f:2.3|. Procedure: A solution of 3-methoxy-4-(2-oxoethyl)benzonitrile (91 mg, 0.56 mmol), 1-[2-(4-nitrophenyl)ethyl]piperazine (110 mg, 0.56 mmol) and NaBH(OAc)3 (393 mg, 1.87 mmol) in anhydrous DCM (15 mL) was stirred at ambient temperature overnight. The reaction was completed according to TLC. The reaction mixture was added 15 mL of DCM, washed with brine, separated the organic layer, dried over anhydrous sodium sulfate and concentrated. The residue was purified by preparative TLC to give the product. 1H-NMR (4... Starting materials: CO, O=[N+]([O-])c1ccc(CS(=O)(=O)O)cc1, O. Product: Nc1ccc(CS(=O)(=O)O)cc1. As a reaction SMILES: [CH3:15][OH:16].[N+:1]([O-:2])(=[O:3])[c:4]1[cH:5][cH:6][c:7]([CH2:8][S:9](=[O:10])(=[O:11])[OH:12])[cH:13][cH:14]1.[OH2:17]>>[NH2:1][c:4]1[cH:5][cH:6][c:7]([CH2:8][S:9](=[O:10])(=[O:11])[OH:12])[cH:13][cH:14]1. Starting materials: C(CCCCCC)OC1=CC=C(OCC(CN2C=CC3=CC(=CC=C23)C#N)O)C=C1 (1-[3-(4-Heptyloxyphenoxy)-2-hydroxypropyl]indole-5-carbonitrile), [OH-].[K+] (potassium hydroxide). The solvent is C(C)(C)(C)O (tert-butanol). Yields the product C(CCCCCC)OC1=CC=C(OCC(CN2C=CC3=CC(=CC=C23)C(=O)N)O)C=C1 (1-[3-(4-Heptyloxyphenoxy)-2-hydroxypropyl]indole-5-carbamide). Reaction SMILES: [CH2:1]([O:8][C:9]1[CH:30]=[CH:29][C:12]([O:13][CH2:14][CH:15]([OH:28])[CH2:16][N:17]2[C:25]3[C:20](=[CH:21][C:22]([C:26]#[N:27])=[CH:23][CH:24]=3)[CH:19]=[CH:18]2)=[CH:11][CH:10]=1)[CH2:2][CH2:3][CH2:4][CH2:5][CH2:6][CH3:7].[OH-:31].[K+]>C(O)(C)(C)C>[CH2:1]([O:8][C:9]1[CH:10]=[CH:11][C:12]([O:13][CH2:14][CH:15]([OH:28])[CH2:16][N:17]2[C:25]3[C:20](=[CH:21][C:22]([C:26]([NH2:27])=[O:31])=[CH:23][CH:24]=3)[CH:19]=[CH:18]2)=[CH:29][CH:30]=1)[CH2:2][CH2:3][CH2:4][CH2:5][CH2:6][CH3:7] |f:1.2|. Reported procedure: 455 mg (1.12 mmol) 1-[3-(4-Heptyloxyphenoxy)-2-hydroxypropyl]indole-5-carbonitrile are dissolved in 10 ml tert-butanol. Having added 1.10 g (22.4 mmol) pulverized, 88% potassium hydroxide, the batch is heated to 100° C. for 3 hours. After cooling the reaction solution, hydrolysis using 50 ml distilled water and neutralization with 1 N hydrochloric acid are carried out. The aqueous phase is extracted three times with ethyl acetate and the combined organic phases are washed once with water and the... The reactants are IC1=C(N(C(=N1)C1=CC(=CC=C1)OC(F)(F)F)C)C(=O)N1CCC(CC1)N1CCCC1 ([5-iodo-3-methyl-2-(3-trifluoromethoxy-phenyl)-3H-imidazol-4-yl]-(4-pyrrolidin-1-yl-piperidin-1-yl)-methanone), N1=CC(=CC=C1)B(O)O (pyridine-3-yl-boronic acid). The product is CN1C(=NC(=C1C(=O)N1CCC(CC1)N1CCCC1)C=1C=NC=CC1)C1=CC(=CC=C1)OC(F)(F)F ([3-Methyl-5-pyridin-3-yl-2-(3-trifluoromethoxy-phenyl)-3H-imidazol-4-yl]-(4-pyrrolidin-1-yl-piperidin-1-yl)-methanone). RXN SMILES: I[C:2]1[N:6]=[C:5]([C:7]2[CH:12]=[CH:11][CH:10]=[C:9]([O:13][C:14]([F:17])([F:16])[F:15])[CH:8]=2)[N:4]([CH3:18])[C:3]=1[C:19]([N:21]1[CH2:26][CH2:25][CH:24]([N:27]2[CH2:31][CH2:30][CH2:29][CH2:28]2)[CH2:23][CH2:22]1)=[O:20].[N:32]1[CH:37]=[CH:36][CH:35]=[C:34](B(O)O)[CH:33]=1>>[CH3:18][N:4]1[C:3]([C:19]([N:21]2[CH2:26][CH2:25][CH:24]([N:27]3[CH2:31][CH2:30][CH2:29][CH2:28]3)[CH2:23][CH2:22]2)=[O:20])=[C:2]([C:34]2[CH:33]=[N:32][CH:37]=[CH:36][CH:35]=2)[N:6]=[C:5]1[C:7]1[CH:12]=[CH:11][CH:10]=[C:9]([O:13][C:14]([F:17])([F:16])[F:15])[CH:8]=1. Procedure: In analogy to the procedure described for example 7, [5-iodo-3-methyl-2-(3-trifluoromethoxy-phenyl)-3H-imidazol-4-yl]-(4-pyrrolidin-1-yl-piperidin-1-yl)-methanone (example 19) was reacted with pyridine-3-yl-boronic acid to give the title compound as colorless foam. MS: 500.1 (MH+). Reactants: O1CCOC12CCN(CC2)C2=CC=C1C=CC=NC1=C2F (7-(1.4-dioxa-8-azaspiro[4.5]dec-8-yl)-8-fluoroquinoline), Cl (HCl), [OH-].[Na+] (NaOH). Run in O1CCCC1 (tetrahydrofuran). Conditions: time 18 hour. The product is FC=1C(=CC=C2C=CC=NC12)N1CCC(CC1)=O (1-(8-Fluoroquinolin-7-yl)piperidin-4-one). Yield: 80.8%. Reaction SMILES: O1[C:5]2([CH2:10][CH2:9][N:8]([C:11]3[C:20]([F:21])=[C:19]4[C:14]([CH:15]=[CH:16][CH:17]=[N:18]4)=[CH:13][CH:12]=3)[CH2:7][CH2:6]2)[O:4]CC1.Cl.[OH-].[Na+]>O1CCCC1>[F:21][C:20]1[C:11]([N:8]2[CH2:7][CH2:6][C:5](=[O:4])[CH2:10][CH2:9]2)=[CH:12][CH:13]=[C:14]2[C:19]=1[N:18]=[CH:17][CH:16]=[CH:15]2 |f:2.3|. Procedure details: To a solution of 7-(1.4-dioxa-8-azaspiro[4.5]dec-8-yl)-8-fluoroquinoline (Example J, Step 2; 1.30 g) in tetrahydrofuran (60 mL) was added aq. 2N aqueous HCl (10 mL). The resulting mixture was stirred at room temperature for 18 hours and then heated at 60° C. for 5 hours. The reaction mixture was cooled to room temperature, poured into 1N aqueous NaOH and extracted with ethyl acetate. The combined organic layers were dried over anhydrous MgSO4, filtered and concentrated on a rotary evaporator. Th... Starting materials: Cn1c(=O)[nH]c2ncn(COC(=O)C(C)(C)C)c2c1=O, CCO, ClC(Cl)Cl, CCOC(=O)CCCI, [Na+], [Na+], O=C([O-])[O-], CN(C)C=O, O. The product is CCOC(=O)CCCn1c(=O)n(C)c(=O)c2c1ncn2COC(=O)C(C)(C)C. RXN SMILES: [CH3:1][n:2]1[c:3](=[O:4])[nH:5][c:6]2[n:7][cH:8][n:9]([CH2:13][O:14][C:15]([C:16]([CH3:17])([CH3:18])[CH3:19])=[O:20])[c:10]2[c:11]1=[O:12].[CH3:42][CH2:43][OH:44].[Cl:45][CH:46]([Cl:47])[Cl:48].[I:27][CH2:28][CH2:29][CH2:30][C:31](=[O:32])[O:33][CH2:34][CH3:35].[Na+:21].[Na+:22].[O-:23][C:24](=[O:25])[O-:26].[O:37]=[CH:38][N:39]([CH3:40])[CH3:41].[OH2:36]>>[CH3:1][n:2]1[c:3](=[O:4])[n:5]([CH2:28][CH2:29][CH2:30][C:31](=[O:32])[O:33][CH2:34][CH3:35])[c:6]2[n:7][cH:8][n:9]([CH2:13][O:14][C:15]([C:16]([CH3:17])([CH3:18])[CH3:19])=[O:20])[c:10]2[c:11]1=[O:12]. Starting materials: COC(=O)C1=C(C(N(C=C1)CC1=CC=CC=C1)=O)C(=O)OCC (1-benzyl-2-oxo-1,2-dihydro-pyridine-3,4-dicarboxylic acid 3-ethyl ester 4-methyl ester), [Li+].[I-] (LiI). The solvent is N1=CC=CC=C1 (pyridine), N1=CC=CC=C1 (pyridine). Product: C(C)OC(=O)C=1C(N(C=CC1C(=O)O)CC1=CC=CC=C1)=O (1-Benzyl-2-oxo-1,2-dihydro-pyridine-3,4-dicarboxylic acid 3-ethyl ester). Yield: 46.0%. As a reaction SMILES: C[O:2][C:3]([C:5]1[CH:10]=[CH:9][N:8]([CH2:11][C:12]2[CH:17]=[CH:16][CH:15]=[CH:14][CH:13]=2)[C:7](=[O:18])[C:6]=1[C:19]([O:21][CH2:22][CH3:23])=[O:20])=[O:4].[Li+].[I-]>N1C=CC=CC=1>[CH2:22]([O:21][C:19]([C:6]1[C:7](=[O:18])[N:8]([CH2:11][C:12]2[CH:13]=[CH:14][CH:15]=[CH:16][CH:17]=2)[CH:9]=[CH:10][C:5]=1[C:3]([OH:4])=[O:2])=[O:20])[CH3:23] |f:1.2|. Procedure: A solution of 1-benzyl-2-oxo-1,2-dihydro-pyridine-3,4-dicarboxylic acid 3-ethyl ester 4-methyl ester (4.1 g, 13 mmol) in 10 mL of pyridine was added to a refluxing mixture of LiI (7.0 g, 52 mmol) and 50 mL of pyridine. The resulting mixture was refluxed for 1 h. After the mixture was cooled to r.t., solvent was evaporated in vacuo. The residue was taken up in water (150 mL) and acidified to pH about 2 with 6M HCl. The resulting suspension was extracted several times with CHCl3, and the organic l... Reaction SMILES: [F:12][c:13]1[cH:14][c:15]([CH2:16][Br:17])[cH:18][cH:19][c:20]1[F:21].[nH:1]1[cH:2][cH:3][c:4]2[c:5]([CH:10]=[O:11])[cH:6][cH:7][cH:8][c:9]12>>[n:1]1([CH2:16][c:15]2[cH:14][c:13]([F:12])[c:20]([F:21])[cH:19][cH:18]2)[cH:2][cH:3][c:4]2[c:5]([CH:10]=[O:11])[cH:6][cH:7][cH:8][c:9]12. Yields the product O=Cc1cccc2c1ccn2Cc1ccc(F)c(F)c1. Reactants: Fc1ccc(CBr)cc1F, O=Cc1cccc2[nH]ccc12. Run at time 72 hour. The solvent is CN(C=O)C (dimethylformamide). The yield is 10.4%. Product: NC1=NC(=C(C(=O)NCC2CCN(CC2)C(CCCC)C(=O)N(C)C)C=C1Cl)OC (6-Amino-5-chloro-N-[(1-{1-[(dimethylamino)carbonyl]pentyl}piperidin-4-yl)methyl]-2-methoxynicotinamide). The reactants are NC1=C(C=C(C(=N1)OC)C(=O)NCC1CCN(CC1)C(C(=O)O)CCCC)Cl (2-[4-({[(6-amino-5-chloro-2-methoxypyridin-3-yl)carbonyl]amino}methyl)piperidine-1-yl]hexanoic acid), C(#N)P(OCC)(OCC)=O (diethyl cyanophosphonate), Cl.CNC (N,N-dimethylamine hydrochloride), C(C)(C)N(C(C)C)CC (N,N-diisopropylethylamine). Procedure details: To a solution of 2-[4-({[(6-amino-5-chloro-2-methoxypyridin-3-yl)carbonyl]amino}methyl)piperidine-1-yl]hexanoic acid (500 mg, 1.2 mmol) in dimethylformamide (30 ml) was added diethyl cyanophosphonate (300 mg, 1.8 mmol), N,N-dimethylamine hydrochloride (148 mg, 1.8 mmol) and N,N-diisopropylethylamine (0.63 ml, 3.6 mmol). The mixture was stirred for 72 h at room temperature. The mixture was concentrated in vacuo. The resultant amorphous solid was chromatographed on a column of silica gel eluting w... Reaction SMILES: [NH2:1][C:2]1[N:7]=[C:6]([O:8][CH3:9])[C:5]([C:10]([NH:12][CH2:13][CH:14]2[CH2:19][CH2:18][N:17]([CH:20]([CH2:24][CH2:25][CH2:26][CH3:27])[C:21]([OH:23])=O)[CH2:16][CH2:15]2)=[O:11])=[CH:4][C:3]=1[Cl:28].C(P(=O)(OCC)OCC)#N.Cl.[CH3:40][NH:41][CH3:42].C(N(CC)C(C)C)(C)C>CN(C)C=O>[NH2:1][C:2]1[C:3]([Cl:28])=[CH:4][C:5]([C:10]([NH:12][CH2:13][CH:14]2[CH2:15][CH2:16][N:17]([CH:20]([C:21]([N:41]([CH3:42])[CH3:40])=[O:23])[CH2:24][CH2:25][CH2:26][CH3:27])[CH2:18][CH2:19]2)=[O:11])=[C:6]([O:8][CH3:9])[N:7]=1 |f:2.3|. The reactants are [H][H] (hydrogen), N[C@]12[C@@H]([C@H]3CC[C@@H]4[C@]5(CC=C(C([C@@H]5CC[C@]4([C@@]3(CC1)C)C)(C)C)C1=CC3(CC(C3)(C(=O)OC(C)C)C(=O)OC(C)C)C1)C)[C@@H](CC2)C(=C)C (diisopropyl 6-((1R,3aS,5aR,5bR,7aR,11aS,11bR,13aR,13bR)-3a-amino-5a,5b,8,8,11a-pentamethyl-1-(prop-1-en-2-yl)-2,3,3a,4,5,5a,5b,6,7,7a,8,11,11a,11b,12,13,13a,13b-octadecahydro-1H-cyclopenta[a]chrysen-9-yl)spiro[3.3]hept-5-ene-2,2-dicarboxylate), C(C)(=O)O (acetic acid). The reagents and catalysts are [OH-].[Pd+2].[OH-] (palladium hydroxide). Solvent: C(C)O (ethanol), O1CCOCC1 (1,4-dioxane). Run at time 15 hour. Product: N[C@]12[C@@H]([C@H]3CC[C@@H]4[C@]5(CC=C(C([C@@H]5CC[C@]4([C@@]3(CC1)C)C)(C)C)C1CC3(CC(C3)(C(=O)OC(C)C)C(=O)OC(C)C)C1)C)[C@@H](CC2)C(C)C (diisopropyl 6-((1S,3aS,5aR,5bR,7aR,11aS,11bR,13aR,13bR)-3a-amino-1-isopropyl-5a,5b,8,8,11a-pentamethyl-2,3,3a,4,5,5a,5b,6,7,7a,8,11,11a,11b,12,13,13a,13b-octadecahydro-1H-cyclopenta[a]chrysen-9-yl)spiro[3.3]heptane-2,2-dicarboxylate). Yield: 100.0%. As a reaction SMILES: [NH2:1][C@:2]12[CH2:46][CH2:45][C@@H:44]([C:47]([CH3:49])=[CH2:48])[C@@H:3]1[C@@H:4]1[C@@:17]([CH3:20])([CH2:18][CH2:19]2)[C@@:16]2([CH3:21])[C@@H:7]([C@:8]3([CH3:43])[C@@H:13]([CH2:14][CH2:15]2)[C:12]([CH3:23])([CH3:22])[C:11]([C:24]2[CH2:42][C:26]4([CH2:29][C:28]([C:36]([O:38][CH:39]([CH3:41])[CH3:40])=[O:37])([C:30]([O:32][CH:33]([CH3:35])[CH3:34])=[O:31])[CH2:27]4)[CH:25]=2)=[CH:10][CH2:9]3)[CH2:6][CH2:5]1.C(O)(=O)C.[H][H]>C(O)C.O1CCOCC1.[OH-].[Pd+2].[OH-]>[NH2:1][C@:2]12[CH2:46][CH2:45][C@@H:44]([CH:47]([CH3:49])[CH3:48])[C@@H:3]1[C@@H:4]1[C@@:17]([CH3:20])([CH2:18][CH2:19]2)[C@@:16]2([CH3:21])[C@@H:7]([C@:8]3([CH3:43])[C@@H:13]([CH2:14][CH2:15]2)[C:12]([CH3:22])([CH3:23])[C:11]([CH:24]2[CH2:25][C:26]4([CH2:29][C:28]([C:30]([O:32][CH:33]([CH3:34])[CH3:35])=[O:31])([C:36]([O:38][CH:39]([CH3:40])[CH3:41])=[O:37])[CH2:27]4)[CH2:42]2)=[CH:10][CH2:9]3)[CH2:6][CH2:5]1 |f:5.6.7|. Procedure details: To a solution of diisopropyl 6-((1R,3aS,5aR,5bR,7aR,11aS,11bR,13aR,13bR)-3a-amino-5a,5b,8,8,11a-pentamethyl-1-(prop-1-en-2-yl)-2,3,3a,4,5,5a,5b,6,7,7a,8,11,11a,11b,12,13,13a,13b-octadecahydro-1H-cyclopenta[a]chrysen-9-yl)spiro[3.3]hept-5-ene-2,2-dicarboxylate (0.057 g, 0.085 mmol) in ethanol (2 mL), 1,4-dioxane (2 mL) and acetic acid (0.02 mL, 0.349 mmol) was added palladium hydroxide (20% on carbon) (0.072 g, 0.103 mmol). The mixture as stirred under 1 atm of hydrogen overnight. After stirring ...